From a dataset of the Open Reaction Database (ORD), a public repository of structured organic reaction records. describe an organic reaction: reactants, conditions, products, and yield Starting materials: COc1ccc(C(OCCC(O)CCNC(=O)OCc2ccccc2)(c2ccccc2)c2ccc(OC)cc2)cc1, CO. Yields the product COc1ccc(C(OCCC(O)CCN)(c2ccccc2)c2ccc(OC)cc2)cc1. As a reaction SMILES: [CH3:1][O:2][c:3]1[cH:4][cH:5][c:6]([C:9]([O:10][CH2:11][CH2:12][CH:13]([CH2:14][CH2:15][NH:16][C:17](=[O:18])[O:19][CH2:20][c:21]2[cH:22][cH:23][cH:24][cH:25][cH:26]2)[OH:27])([c:28]2[cH:29][cH:30][cH:31][cH:32][cH:33]2)[c:34]2[cH:35][cH:36][c:37]([O:40][CH3:41])[cH:38][cH:39]2)[cH:7][cH:8]1.[CH3:42][OH:43]>>[CH3:1][O:2][c:3]1[cH:4][cH:5][c:6]([C:9]([O:10][CH2:11][CH2:12][CH:13]([CH2:14][CH2:15][NH2:16])[OH:27])([c:28]2[cH:29][cH:30][cH:31][cH:32][cH:33]2)[c:34]2[cH:35][cH:36][c:37]([O:40][CH3:41])[cH:38][cH:39]2)[cH:7][cH:8]1. Reactants: N1CCCC1 (pyrrolidine), BrC1=CC=C(C=C1)C1CN(CC2=C(C=C(C=C12)Cl)Cl)C (4-(4-bromo-phenyl)-6,8-dichloro-2-methyl-1,2,3,4-tetrahydroisoquinoline), BrC1=CC=C(C=C1)C1CN(CC2=C(C=C(C=C12)Cl)Cl)C (4-(4-bromo-phenyl)-6,8-dichloro-2-methyl-1,2,3,4-tetrahydroisoquinoline). The product is Cl.ClC=1C=C2C(CN(CC2=C(C1)Cl)C)C1=CC=C(C=C1)N1CCCC1 (6,8-Dichloro-2-methyl-4-(4-pyrrolidin-1-yl-phenyl)-1,2,3,4-tetrahydroisoquinoline, Hydrochloride). RXN SMILES: [NH:1]1[CH2:5][CH2:4][CH2:3][CH2:2]1.Br[C:7]1[CH:12]=[CH:11][C:10]([CH:13]2[C:22]3[C:17](=[C:18]([Cl:24])[CH:19]=[C:20]([Cl:23])[CH:21]=3)[CH2:16][N:15]([CH3:25])[CH2:14]2)=[CH:9][CH:8]=1>>[ClH:23].[Cl:23][C:20]1[CH:21]=[C:22]2[C:17](=[C:18]([Cl:24])[CH:19]=1)[CH2:16][N:15]([CH3:25])[CH2:14][CH:13]2[C:10]1[CH:9]=[CH:8][C:7]([N:1]2[CH2:5][CH2:4][CH2:3][CH2:2]2)=[CH:12][CH:11]=1 |f:2.3|. Procedure: The reaction is carried out in analogy to the method described in example 10, starting from pyrrolidine and 4-(4-bromo-phenyl)-6,8-dichloro-2-methyl-1,2,3,4-tetrahydroisoquinoline (example 5, intermediate 3). The product obtained after purification by chromatography is taken up in the DMSO/acetonitrile mixture, whereupon a precipitate separates out. This is filtered off, dissolved in 2 N HCl and freeze dried, resulting in the title compound of a colorless solid.